This data is from the Open Reaction Database (ORD), a public repository of structured organic reaction records. The task is: describe an organic reaction: reactants, conditions, products, and yield As a reaction SMILES: [CH3:1][O:2][C:3]1[CH:20]=[CH:19][C:18]2[C@H:17]3[N:8]([C:9](=O)[C@@H:10]4[C@H:15]([CH2:16]3)[N:14]([C:21]([NH:23][C@@H:24]([C:26]3[CH:31]=[CH:30][CH:29]=[CH:28][CH:27]=3)[CH3:25])=[O:22])[CH2:13][CH2:12][CH2:11]4)[CH2:7][CH2:6][C:5]=2[CH:4]=1.[H-].[Al+3].[Li+].[H-].[H-].[H-].O.[OH-].[Na+]>O1CCCC1>[CH3:1][O:2][C:3]1[CH:20]=[CH:19][C:18]2[C@H:17]3[N:8]([CH2:9][C@@H:10]4[C@H:15]([CH2:16]3)[N:14]([C:21]([NH:23][C@@H:24]([C:26]3[CH:27]=[CH:28][CH:29]=[CH:30][CH:31]=3)[CH3:25])=[O:22])[CH2:13][CH2:12][CH2:11]4)[CH2:7][CH2:6][C:5]=2[CH:4]=1 |f:1.2.3.4.5.6,8.9|. The reactants are 11.5-g, COC1=CC=2CCN3C([C@H]4CCCN([C@H]4C[C@H]3C2C=C1)C(=O)N[C@H](C)C1=CC=CC=C1)=O ((8aS,12aS,13aS) 3-methoxy 12-[(R)-(+)-1-phenylethylamino]carbonyl-5,6,8a,9,10,11,12,12a,13,13a decahydroisoquino[2,1-g][1,6]naphthyridin-8-one), 2.0-g, [H-].[Al+3].[Li+].[H-].[H-].[H-] (lithium aluminum hydride), O (water), [OH-].[Na+] (sodium hydroxide), O (water). Procedure: A solution of 11.5-g of (8aS,12aS,13aS) 3-methoxy 12-[(R)-(+)-1-phenylethylamino]carbonyl-5,6,8a,9,10,11,12,12a,13,13a decahydroisoquino[2,1-g][1,6]naphthyridin-8-one, in 50 ml of tetrahydrofuran was added slowly to a solution of 2.0-g of lithium aluminum hydride in 75 ml of tetrahydrofuran. The resulting mixture was stirred at reflux for 2 hours, cooled, and treated sequentially with 2.5 ml of water, 2.5 ml of 15% sodium hydroxide, and 7.5 ml of water. The mixture was filtered and the filtrate ... The solvent is O1CCCC1 (tetrahydrofuran), O1CCCC1 (tetrahydrofuran). The product is 8.8-g, COC1=CC=2CCN3C[C@H]4CCCN([C@H]4C[C@H]3C2C=C1)C(=O)N[C@H](C)C1=CC=CC=C1 ((8aR,12aS,13aS) 3-methoxy 12-[(R)-(+)-1 phenylethylamino]carbonyl-5,6,8a,9,10,11,12,12a,13,13a decahydro-8H-isoquino[2,1-g][1,6]naphthyridine). Reactants: C(C)(C)(C)C1=CC=C2CCC(C2=C1)CCO (2-(6-tert-butyl-1-indanyl)-1-ethanol), C=1C=C[NH+]=CC1.[O-][Cr](=O)(=O)Cl (PCC). Solvent: ClCCl (dichloromethane), ClCCl (dichloromethane). The product is C(C)(C)(C)C1=CC=C2CCC(C2=C1)CC=O (6-tert-butyl-1-indanacetaldehyde). Isolated yield 98.0%. RXN SMILES: [C:1]([C:5]1[CH:13]=[C:12]2[C:8]([CH2:9][CH2:10][CH:11]2[CH2:14][CH2:15][OH:16])=[CH:7][CH:6]=1)([CH3:4])([CH3:3])[CH3:2].C1C=C[NH+]=CC=1.[O-][Cr](Cl)(=O)=O>ClCCl>[C:1]([C:5]1[CH:13]=[C:12]2[C:8]([CH2:9][CH2:10][CH:11]2[CH2:14][CH:15]=[O:16])=[CH:7][CH:6]=1)([CH3:4])([CH3:2])[CH3:3] |f:1.2|. Procedure details: Prepared in an analogous manner to that described in Example 4, by oxidizing 2-(6-tert-butyl-1-indanyl)-1-ethanol (8.53 g, 32.1 mmole, 82.3% pure) in dichloromethane (50 ml), by means of PCC (Fluka, 15.0 g, 68 mmole) in dichloromethane (100 ml). After the treatment described and bulb-to-bulb distillation (120°/15Pa), there was obtained the above-mentioned compound with a purity of 84% (6.01 g, yield 72.7%). Further purification by chromatography provided the desired compound 98% pure, presenting... The reactants are C[C@H](CCC(=O)O)[C@H]1CC[C@@H]2[C@@]1([C@H](C[C@H]3[C@H]2[C@@H](C[C@H]4[C@@]3(CC[C@H](C4)O)C)O)O)C (cholic acid), B(F)(F)F.CCOCC (boron trifloride etherate). Solvent: CO (methanol). Product: C[C@H](CCC(=O)OC)[C@H]1CC[C@@H]2[C@@]1([C@H](C[C@H]3[C@H]2[C@@H](C[C@H]4[C@@]3(CC[C@H](C4)O)C)O)O)C (Methyl Cholate). Isolated yield 95.0%. Reaction SMILES: [CH3:1][C@@H:2]([C@@H:8]1[C@@:12]2([CH3:29])[C@@H:13]([OH:28])[CH2:14][C@@H:15]3[C@@:20]4([CH3:26])[CH2:21][CH2:22][C@@H:23]([OH:25])[CH2:24][C@H:19]4[CH2:18][C@@H:17]([OH:27])[C@H:16]3[C@@H:11]2[CH2:10][CH2:9]1)[CH2:3][CH2:4][C:5]([OH:7])=[O:6].B(F)(F)F.[CH3:34]COCC>CO>[CH3:1][C@@H:2]([C@@H:8]1[C@@:12]2([CH3:29])[C@@H:13]([OH:28])[CH2:14][C@@H:15]3[C@@:20]4([CH3:26])[CH2:21][CH2:22][C@@H:23]([OH:25])[CH2:24][C@H:19]4[CH2:18][C@@H:17]([OH:27])[C@H:16]3[C@@H:11]2[CH2:10][CH2:9]1)[CH2:3][CH2:4][C:5]([O:7][CH3:34])=[O:6] |f:1.2|. Procedure details: To a solution of cholic acid (300 g, 0.73 mol) in 1.1 L methanol is added boron trifloride etherate. The mixture is refluxed for 1 h. After cooling, a solid precipitate 2 is collected by filtration. The mother liquor is kept in a refrigerator to give another crop of product The combined product (295 g, 95%) is dried under vacuum and used for the next reaction without further purification. The product is Cl.C1(=CC=CC=C1)CCCN1[C@H]([C@H](N(CC1)C(=O)C=1OC=CC1)C)C (cis-1-(3-Phenylpropyl)-2,3-dimethyl-4-(2-furoyl)piperazine hydrochloride). Run in C1=CC=CC=C1 (benzene). RXN SMILES: [C:1]1([CH2:7][CH2:8][CH2:9][N:10]2[CH2:15][CH2:14][NH:13][C@H:12]([CH3:16])[C@@H:11]2[CH3:17])[CH:6]=[CH:5][CH:4]=[CH:3][CH:2]=1.[O:18]1[CH:22]=[CH:21][CH:20]=[C:19]1[C:23]([Cl:25])=[O:24]>C1C=CC=CC=1>[ClH:25].[C:1]1([CH2:7][CH2:8][CH2:9][N:10]2[CH2:15][CH2:14][N:13]([C:23]([C:19]3[O:18][CH:22]=[CH:21][CH:20]=3)=[O:24])[C@H:12]([CH3:16])[C@@H:11]2[CH3:17])[CH:6]=[CH:5][CH:4]=[CH:3][CH:2]=1 |f:3.4|. Reactants: C1(=CC=CC=C1)CCCN1[C@H]([C@H](NCC1)C)C (cis-1-(3-phenylpropyl)-2,3-dimethylpiperazine), O1C(=CC=C1)C(=O)Cl (2-furoyl chloride). Reported procedure: The compound was obtained by following the same process as in Example 1 from a mixture of cis-1-(3-phenylpropyl)-2,3-dimethylpiperazine [b.p. 126° - 128°C (2 mmHg), dipicrate, m.p. 227° - 228°C], 2-furoyl chloride and benzene. Starting materials: ClC=1C=C(C=CC1OC(C)C)C1=NC(=NO1)C=1C=CC=C2C(=CNC12)CCCNCC(=O)OCC (ethyl N-{3-[7-(5-{3-chloro-4-[(1-methylethyl)oxy]phenyl}-1,2,4-oxadiazol-3-yl)-1H-indol-3-yl]propyl}glycinate), [OH-].[Na+] (NaOH), Cl (HCl). Solvent: C1CCOC1 (THF). Reaction conditions: temperature 20 celsius, time 8 hour. Product: ClC=1C=C(C=CC1OC(C)C)C1=NC(=NO1)C=1C=CC=C2C(=CNC12)CCCNCC(=O)O (N-{3-[7-(5-{3-chloro-4-[(1-methylethyl)oxy]phenyl}-1,2,4-oxadiazol-3-yl)-1H-indol-3-yl]propyl}glycine). Yield: 95.4%. As a reaction SMILES: [Cl:1][C:2]1[CH:3]=[C:4]([C:12]2[O:16][N:15]=[C:14]([C:17]3[CH:18]=[CH:19][CH:20]=[C:21]4[C:25]=3[NH:24][CH:23]=[C:22]4[CH2:26][CH2:27][CH2:28][NH:29][CH2:30][C:31]([O:33]CC)=[O:32])[N:13]=2)[CH:5]=[CH:6][C:7]=1[O:8][CH:9]([CH3:11])[CH3:10].[OH-].[Na+].Cl>C1COCC1>[Cl:1][C:2]1[CH:3]=[C:4]([C:12]2[O:16][N:15]=[C:14]([C:17]3[CH:18]=[CH:19][CH:20]=[C:21]4[C:25]=3[NH:24][CH:23]=[C:22]4[CH2:26][CH2:27][CH2:28][NH:29][CH2:30][C:31]([OH:33])=[O:32])[N:13]=2)[CH:5]=[CH:6][C:7]=1[O:8][CH:9]([CH3:10])[CH3:11] |f:1.2|. Procedure: To a solution of ethyl N-{3-[7-(5-{3-chloro-4-[(1-methylethyl)oxy]phenyl}-1,2,4-oxadiazol-3-yl)-1H-indol-3-yl]propyl}glycinate (D93) (50 mg) in THF (5 mL) was added aqueous NaOH (2 M, 1 mL). The reaction was stirred at 20° C. overnight. The mixture was acidified with aqueous HCl (2 M) to pH 5-6, partitioned between ethyl acetate (25 mL) and water (10 mL). The organic phase was washed with water (20 mL) and brine (20 mL), dried over anhydrous sodium sulphate and evaporated to give the crude produ...